From a dataset of the Open Reaction Database (ORD), a public repository of structured organic reaction records. describe an organic reaction: reactants, conditions, products, and yield The reactants are CN(CC(CC1CCC(=O)CC1)NC(=O)OC(C)(C)C)C(=O)OCc1ccccc1, ClCCl, O=C(O)C(F)(F)F. Yields the product CN(CC(N)CC1CCC(=O)CC1)C(=O)OCc1ccccc1. RXN SMILES: [CH3:1][N:2]([C:3](=[O:4])[O:5][CH2:6][c:7]1[cH:8][cH:9][cH:10][cH:11][cH:12]1)[CH2:13][CH:14]([CH2:15][CH:16]1[CH2:17][CH2:18][C:19](=[O:22])[CH2:20][CH2:21]1)[NH:23][C:24](=[O:25])[O:26][C:27]([CH3:28])([CH3:29])[CH3:30].[Cl:38][CH2:39][Cl:40].[F:31][C:32]([F:33])([F:34])[C:35]([OH:36])=[O:37]>>[CH3:1][N:2]([C:3](=[O:4])[O:5][CH2:6][c:7]1[cH:8][cH:9][cH:10][cH:11][cH:12]1)[CH2:13][CH:14]([CH2:15][CH:16]1[CH2:17][CH2:18][C:19](=[O:22])[CH2:20][CH2:21]1)[NH2:23]. Reactants: [OH-].[Na+] (Sodium hydroxide), O (Water), O (Water), CS(=O)C1=NN2C(C=N1)=CC=C2C2=C(C=CC=C2)N(S(=O)(=O)C)C (N-[2-(2-Methanesulfinyl-pyrrolo[2,1-f][1,2,4]triazin-7-yl)-phenyl]-N-methyl-methanesulfonamide). Solvent: C(C)(=O)O (acetic acid). Run at temperature 100 celsius, time 30 minute. Yields the product OC1=NN2C(C=N1)=CC=C2C2=C(C=CC=C2)N(S(=O)(=O)C)C (N-[2-(2-Hydroxy-pyrrolo[2,1-f][1,2,4]triazin-7-yl)-phenyl]-N-methyl-methanesulfonamide). Isolated yield 92.0%. Reaction SMILES: [OH-:1].[Na+].O.CS([C:7]1[N:12]=[CH:11][C:10]2=[CH:13][CH:14]=[C:15]([C:16]3[CH:21]=[CH:20][CH:19]=[CH:18][C:17]=3[N:22]([CH3:27])[S:23]([CH3:26])(=[O:25])=[O:24])[N:9]2[N:8]=1)=O>C(O)(=O)C>[OH:1][C:7]1[N:12]=[CH:11][C:10]2=[CH:13][CH:14]=[C:15]([C:16]3[CH:21]=[CH:20][CH:19]=[CH:18][C:17]=3[N:22]([CH3:27])[S:23]([CH3:26])(=[O:25])=[O:24])[N:9]2[N:8]=1 |f:0.1|. Reported procedure: Into a 8-dram vial, 19.10 M of Sodium hydroxide in Water (7.88 mL, 1.50E2 mmol) and Water (7.88 mL, 438 mmol) water were added. The mixture was heated at 100° C. N-[2-(2-Methanesulfinyl-pyrrolo[2,1-f][1,2,4]triazin-7-yl)-phenyl]-N-methyl-methanesulfonamide (2.00 g, 5.49 mmol) was added portion wise over 10 minutes. The reaction mixture was heated at 120° C. for 60 minutes. HPLC suggested no SM. The reaction was cooled to room temperature. Glacial acetic acid was added to adjust pH to 4. The mixt... Starting materials: [N+](=O)([O-])C=1C=C(C=O)C=CC1 (3-nitrobenzaldehyde), C(CC(=O)C)(=O)OCCN(C(CCCOC=1C=C2C=CC(NC2=CC1)=O)=O)C1CCCCC1 (N-(2-acetoacetoxyethyl)-N-cyclohexyl-4-(6-carbostyriloxy)butyramide). Run in N1=CC=CC=C1 (pyridine). Yields the product [N+](=O)([O-])C=1C=C(C=C(C(=O)OCCN(C(CCCOC=2C=C3C=CC(NC3=CC2)=O)=O)C2CCCCC2)C(=O)C)C=CC1 (N-{2-[2-(3-nitrobenzyliden)acetoacetoxy]ethyl}-N-cyclohexyl-4-(6-carbostyriloxy)butyramide). The yield is 5.7%. RXN SMILES: [N+:1]([C:4]1[CH:5]=[C:6]([CH:9]=[CH:10][CH:11]=1)[CH:7]=O)([O-:3])=[O:2].[C:12]([O:18][CH2:19][CH2:20][N:21]([CH:39]1[CH2:44][CH2:43][CH2:42][CH2:41][CH2:40]1)[C:22](=[O:38])[CH2:23][CH2:24][CH2:25][O:26][C:27]1[CH:28]=[C:29]2[C:34](=[CH:35][CH:36]=1)[NH:33][C:32](=[O:37])[CH:31]=[CH:30]2)(=[O:17])[CH2:13][C:14]([CH3:16])=[O:15]>N1C=CC=CC=1>[N+:1]([C:4]1[CH:5]=[C:6]([CH:9]=[CH:10][CH:11]=1)[CH:7]=[C:13]([C:14]([CH3:16])=[O:15])[C:12]([O:18][CH2:19][CH2:20][N:21]([CH:39]1[CH2:40][CH2:41][CH2:42][CH2:43][CH2:44]1)[C:22](=[O:38])[CH2:23][CH2:24][CH2:25][O:26][C:27]1[CH:28]=[C:29]2[C:34](=[CH:35][CH:36]=1)[NH:33][C:32](=[O:37])[CH:31]=[CH:30]2)=[O:17])([O-:3])=[O:2]. Procedure details: To 10 ml of pyridine were added 0.9 g of 3-nitrobenzaldehyde and 2.7 g of N-(2-acetoacetoxyethyl)-N-cyclohexyl-4-(6-carbostyriloxy)butyramide, and the mixture was heated at 90°-100° C. for 20 hours. After cooling the reaction mixture was extracted with chloroform, and the chloroform layer was washed with a saturated aqueous solution of potassium hydrogensulfate and with a saturated aqueous solution of sodium chloride, then was dried with anhydrous magnesium sulfate. After being concentrated, the... Starting materials: P(=O)(Cl)(Cl)Cl (Phosphorus oxychloride), C1(CCCCC1)N(C(=O)NCC)CC (cyclohexyl-diethylurea), C1(=CC=CC=C1)C (toluene), [OH-].[Na+] (Sodium hydroxide), C(C)(C)NC(C)C (Diisopropylamine). Reaction SMILES: P(Cl)(Cl)(Cl)=O.[CH:6]1([N:12](CC)[C:13]([NH:15][CH2:16][CH3:17])=O)[CH2:11][CH2:10][CH2:9][CH2:8][CH2:7]1.[CH:20]([NH:23][CH:24]([CH3:26])[CH3:25])([CH3:22])C.[OH-].[Na+].[C:29]1(C)[CH:34]=CC=C[CH:30]=1>O>[CH:6]1([N:12]=[C:13]([N:15]([CH2:16][CH3:17])[CH:29]([CH3:34])[CH3:30])[N:23]([CH2:20][CH3:22])[CH:24]([CH3:26])[CH3:25])[CH2:7][CH2:8][CH2:9][CH2:10][CH2:11]1 |f:3.4|. Run in O (water). Product: C1(CCCCC1)N=C(N(C(C)C)CC)N(C(C)C)CC (Cyclohexyl-diethyl-diisopropylguanidine). Reported procedure: Phosphorus oxychloride (78.2 g, 0.51 mol) is added dropwise over 1 hour period to a toluene (250 ml) solution of cyclohexyl-diethylurea (99 g, 0.5 mol). The reaction is stirred overnight at room temperature. Diisopropylamine (101 g, 1.0 mol). is added dropwise for over a 1 hour period, then stirred 2 hours at room temperature. The reaction mixture is poured into water (300 ml). The water layer is extracted with toluene (3×100 ml) and the toluene layers are discarded. Sodium hydroxide (120 g, 3 m... Conditions: time 8 hour. Starting materials: BrC=1C=C(C2=CC=CC=C2C1)CO[Si](C(C)C)(C(C)C)C(C)C (((3-bromonaphthalen-1-yl)methoxy)triisopropylsilane), BrC=1C=C(C2=CC=CC=C2C1)CO[Si](C(C)C)(C(C)C)C(C)C (((3-bromonaphthalen-1-yl)methoxy)triisopropylsilane), C(C1=CC=CC=C1)O[C@H]1C(O)O[C@@H]([C@H]([C@@H]1OCC1=CC=CC=C1)OCC1=CC=CC=C1)COCC1=CC=CC=C1 (2,3,4,6-tetra-O-benzyl-D-glucopyranose). Product: C(C1=CC=CC=C1)O[C@H]1C(O[C@@H]([C@H]([C@@H]1OCC1=CC=CC=C1)OCC1=CC=CC=C1)COCC1=CC=CC=C1)C=1C=C(C2=CC=CC=C2C1)CO ((3-((3S,4R,5R,6R)-3,4,5-Tris(benzyloxy)-6-(benzyloxymethyl)-tetrahydro-2H-pyran-2-yl)naphthalen-1-yl)methanol). Reaction SMILES: Br[C:2]1[CH:3]=[C:4]([CH2:12][O:13][Si](C(C)C)(C(C)C)C(C)C)[C:5]2[C:10]([CH:11]=1)=[CH:9][CH:8]=[CH:7][CH:6]=2.[CH2:24]([O:31][C@@H:32]1[C@@H:38]([O:39][CH2:40][C:41]2[CH:46]=[CH:45][CH:44]=[CH:43][CH:42]=2)[C@H:37]([O:47][CH2:48][C:49]2[CH:54]=[CH:53][CH:52]=[CH:51][CH:50]=2)[C@@H:36]([CH2:55][O:56][CH2:57][C:58]2[CH:63]=[CH:62][CH:61]=[CH:60][CH:59]=2)[O:35][CH:33]1O)[C:25]1[CH:30]=[CH:29][CH:28]=[CH:27][CH:26]=1>>[CH2:24]([O:31][C@@H:32]1[C@@H:38]([O:39][CH2:40][C:41]2[CH:46]=[CH:45][CH:44]=[CH:43][CH:42]=2)[C@H:37]([O:47][CH2:48][C:49]2[CH:50]=[CH:51][CH:52]=[CH:53][CH:54]=2)[C@@H:36]([CH2:55][O:56][CH2:57][C:58]2[CH:59]=[CH:60][CH:61]=[CH:62][CH:63]=2)[O:35][CH:33]1[C:2]1[CH:3]=[C:4]([CH2:12][OH:13])[C:5]2[C:10]([CH:11]=1)=[CH:9][CH:8]=[CH:7][CH:6]=2)[C:25]1[CH:26]=[CH:27][CH:28]=[CH:29][CH:30]=1. Procedure: With similar method described in Step 3 of Example 92, ((3-bromonaphthalen-1-yl)methoxy)triisopropylsilane (compound 76, 18.0 g, 45.6 mmol) and 2,3,4,6-tetra-O-benzyl-D-glucopyranose (2, 20.5 g, 38.0 mmol) were converted to title compound (23.3 g, 90%, ca. 2:1 mixture of anomers (13:0) as a white solid. Reactants: C(=O)([O-])[O-].[K+].[K+] (K2CO3), CC1(CC1)[C@H]1CC[C@H](CC1)N (cis-4-(1-methylcyclopropyl)cyclohexylamine), ClC1=NC=NC(=C1Cl)CC (4,5-dichloro-6-ethylpyrimidine). The solvent is CN(C=O)C (dimethylformamide), O (water). Reaction conditions: temperature 80 celsius, time 4 hour. Yields the product CC1(CC1)[C@H]1CC[C@H](CC1)NC1=NC=NC(=C1Cl)CC (4-[cis-4-(1-methylcyclopropyl)cyclohexylamino]-5-chloro-6-ethylpyrimidine). As a reaction SMILES: C([O-])([O-])=O.[K+].[K+].[CH3:7][C:8]1([C@@H:11]2[CH2:16][CH2:15][C@H:14]([NH2:17])[CH2:13][CH2:12]2)[CH2:10][CH2:9]1.Cl[C:19]1[C:24]([Cl:25])=[C:23]([CH2:26][CH3:27])[N:22]=[CH:21][N:20]=1>CN(C)C=O.O>[CH3:7][C:8]1([C@@H:11]2[CH2:16][CH2:15][C@H:14]([NH:17][C:19]3[C:24]([Cl:25])=[C:23]([CH2:26][CH3:27])[N:22]=[CH:21][N:20]=3)[CH2:13][CH2:12]2)[CH2:9][CH2:10]1 |f:0.1.2|. Procedure details: 1.8 g (13.0 mmol) of K2CO3 were placed in 10 ml of dimethylformamide, 1.3 g (8.5 mmol) of cis-4-(1-methylcyclopropyl)cyclohexylamine and 1.5 g (8.5 mmol) of 4,5-dichloro-6-ethylpyrimidine were added, and the mixture was stirred at 80° C. for 4 hours. For working up, the cooled reaction solution was taken up in water. Extraction was carried out with ether, and the combined organic phases were washed with water, dried and concentrated. For purification, the mixture was chromatographed on silica ge...